describe an organic reaction: reactants, conditions, products, and yield From a dataset of the Open Reaction Database (ORD), a public repository of structured organic reaction records. Starting materials: ClC1=NC=CC(=N1)C1=C(N=C(S1)C1(CCN(CC1)C(=O)OC(C)(C)C)C)C1=C(C(=CC=C1)NC(=O)OCC=C)F (1,1-dimethylethyl 4-[5-(2-chloro-4-pyrimidinyl)-4-(2-fluoro-3-{[(2-propen-1-yloxy)carbonyl]amino}phenyl)-1,3-thiazol-2-yl]-4-methyl-1-piperidinecarboxylate), C(CCC)[SnH](CCCC)CCCC (tributylstannane), O (water). The reagents and catalysts are C=1C=CC(=CC1)[P](C=2C=CC=CC2)(C=3C=CC=CC3)[Pd]([P](C=4C=CC=CC4)(C=5C=CC=CC5)C=6C=CC=CC6)([P](C=7C=CC=CC7)(C=8C=CC=CC8)C=9C=CC=CC9)[P](C=1C=CC=CC1)(C=1C=CC=CC1)C=1C=CC=CC1 (tetrakis). The solvent is ClCCl (dichloromethane). Conditions: time 1 hour. Product: NC=1C(=C(C=CC1)C=1N=C(SC1C1=NC(=NC=C1)Cl)C1(CCN(CC1)C(=O)OC(C)(C)C)C)F (1,1-dimethylethyl 4-[4-(3-amino-2-fluorophenyl)-5-(2-chloro-4-pyrimidinyl)-1,3-thiazol-2-yl]-4-methyl-1-piperidinecarboxylate). Yield: 84.0%. Reaction SMILES: [Cl:1][C:2]1[N:7]=[C:6]([C:8]2[S:12][C:11]([C:13]3([CH3:26])[CH2:18][CH2:17][N:16]([C:19]([O:21][C:22]([CH3:25])([CH3:24])[CH3:23])=[O:20])[CH2:15][CH2:14]3)=[N:10][C:9]=2[C:27]2[CH:32]=[CH:31][CH:30]=[C:29]([NH:33]C(OCC=C)=O)[C:28]=2[F:40])[CH:5]=[CH:4][N:3]=1.C([SnH](CCCC)CCCC)CCC.O>ClCCl.C1C=CC([P]([Pd]([P](C2C=CC=CC=2)(C2C=CC=CC=2)C2C=CC=CC=2)([P](C2C=CC=CC=2)(C2C=CC=CC=2)C2C=CC=CC=2)[P](C2C=CC=CC=2)(C2C=CC=CC=2)C2C=CC=CC=2)(C2C=CC=CC=2)C2C=CC=CC=2)=CC=1>[NH2:33][C:29]1[C:28]([F:40])=[C:27]([C:9]2[N:10]=[C:11]([C:13]3([CH3:26])[CH2:18][CH2:17][N:16]([C:19]([O:21][C:22]([CH3:24])([CH3:23])[CH3:25])=[O:20])[CH2:15][CH2:14]3)[S:12][C:8]=2[C:6]2[CH:5]=[CH:4][N:3]=[C:2]([Cl:1])[N:7]=2)[CH:32]=[CH:31][CH:30]=1 |^1:61,63,82,101|. Procedure details: To a solution of 1,1-dimethylethyl 4-[5-(2-chloro-4-pyrimidinyl)-4-(2-fluoro-3-{[(2-propen-1-yloxy)carbonyl]amino}phenyl)-1,3-thiazol-2-yl]-4-methyl-1-piperidinecarboxylate (670 mg, 1.139 mmol) in dichloromethane (8 mL) were added tributylstannane (332 mg, 1.139 mmol), tetrakis (65.8 mg, 0.057 mmol) and water (66 μl, 3.66 mmol). The reaction mixture was stirred for 1 h. The reaction mixture was concentrated and residue was purified using column chromatography (hexane/EtOAc, 0 to 100%) to obtain ...